From a dataset of the Open Reaction Database (ORD), a public repository of structured organic reaction records. describe an organic reaction: reactants, conditions, products, and yield Reactants: OCC=1C=C(C=CC1)[C@@H](CCC1=C(C=CC=C1)C(C)(C)O)SCC1(CC1)CC(=O)OC (Methyl 1-(((1(R)-(3-(hydroxymethyl)phenyl)-3-(2-(1-hydroxy-1-methylethyl)phenyl)propyl)thio)methyl)cyclopropaneacetate). The reagents and catalysts are O=[Mn]=O (MnO2), O=[Mn]=O (MnO2), O=[Mn]=O (MnO2). The solvent is CCOC(=O)C (EtOAc). Yields the product C(=O)C=1C=C(C=CC1)[C@@H](CCC1=C(C=CC=C1)C(C)(C)O)SCC1(CC1)CC(=O)OC (Methyl 1-(((1 (R)-(3-formylphenyl)-3-(2-(1-hydroxy-1-methylethyl)phenyl)propyl)thio)methyl)cyclopropaneacetate). RXN SMILES: [OH:1][CH2:2][C:3]1[CH:4]=[C:5]([C@H:9]([S:22][CH2:23][C:24]2([CH2:27][C:28]([O:30][CH3:31])=[O:29])[CH2:26][CH2:25]2)[CH2:10][CH2:11][C:12]2[CH:17]=[CH:16][CH:15]=[CH:14][C:13]=2[C:18]([OH:21])([CH3:20])[CH3:19])[CH:6]=[CH:7][CH:8]=1>CCOC(C)=O.O=[Mn]=O>[CH:2]([C:3]1[CH:4]=[C:5]([C@H:9]([S:22][CH2:23][C:24]2([CH2:27][C:28]([O:30][CH3:31])=[O:29])[CH2:25][CH2:26]2)[CH2:10][CH2:11][C:12]2[CH:17]=[CH:16][CH:15]=[CH:14][C:13]=2[C:18]([OH:21])([CH3:20])[CH3:19])[CH:6]=[CH:7][CH:8]=1)=[O:1]. Procedure details: To the dihydroxy ester from Step 15 (6.8 g, 15.4 mmol) in EtOAc (150 mL) at 50° C. was added MnO2 (6.7 g, 76.8 mmol). After stirring for 30 minutes at 50° C. more MnO2 (6.7 g) was added, and 30 minutes later, a third portion of MnO2 (6.7 g) was added. An hour later, the warm reaction mixture was filtered through celite and the cake was washed with additional EtOAc. Evaporation of the solvents gave the title aidehyde 5.62 g (83%). 1H NMR (CD3COCD3): δ5 10.4 (1H, s), 7.9 (1H, br s), 7.8 (2H, m), 7... Product: COC(=O)C(C)Oc1ccc(Cl)c2nc(C)c(Cc3ccc(Cl)cc3)c(C)c12. RXN SMILES: [C:28](=[O:29])([O-:30])[O-:31].[CH3:23][N:24]([CH3:25])[CH:26]=[O:27].[CH3:34][O:35][C:36]([CH:37]([CH3:38])[Br:39])=[O:40].[Cl:1][c:2]1[cH:3][cH:4][c:5]([OH:22])[c:6]2[c:7]([CH3:21])[c:8]([CH2:13][c:14]3[cH:15][cH:16][c:17]([Cl:20])[cH:18][cH:19]3)[c:9]([CH3:12])[n:10][c:11]12.[K+:32].[K+:33].[OH2:41]>>[Cl:1][c:2]1[cH:3][cH:4][c:5]([O:22][CH:37]([C:36]([O:35][CH3:34])=[O:40])[CH3:38])[c:6]2[c:7]([CH3:21])[c:8]([CH2:13][c:14]3[cH:15][cH:16][c:17]([Cl:20])[cH:18][cH:19]3)[c:9]([CH3:12])[n:10][c:11]12. The reactants are O=C([O-])[O-], CN(C)C=O, COC(=O)C(C)Br, Cc1nc2c(Cl)ccc(O)c2c(C)c1Cc1ccc(Cl)cc1, [K+], [K+], O.